Dataset: the Open Reaction Database (ORD), a public repository of structured organic reaction records. Task: describe an organic reaction: reactants, conditions, products, and yield Reactants: IC=1C(=C(C(=C(C1)[C@@H]1CC[C@H](CC1)[C@@H]1CC[C@H](CC1)CCC)F)F)F (5-iodo-2,3,4-trifluoro-1-[trans-4-(trans-4-propylcyclohexyl)cyclohexyl]benzene), tetrakistriphenylphosphine palladium (0), S(=S)(=O)([O-])[O-].[Na+].[Na+] (sodium thiosulfate), C#CC(CCC)O (1-hexine-3-ol). The reagents and catalysts are [Cu](I)I (copper iodide). Run in C(C)N(CC)CC (triethylamine), CN(C)C=O (DMF), CN(C)C=O (DMF). Run at temperature 55 celsius, time 3 hour. Product: OC(C#CC=1C(=C(C(=C(C1)[C@@H]1CC[C@H](CC1)[C@@H]1CC[C@H](CC1)CCC)F)F)F)CCC (5-(3-hydroxy-1-hexynyl)-2,3,4-trifluoro-1-[trans-4-(trans-4-propylcyclohexyl)cyclohexyl]benzene). The yield is 85.5%. Reaction SMILES: I[C:2]1[C:3]([F:25])=[C:4]([F:24])[C:5]([F:23])=[C:6]([C@H:8]2[CH2:13][CH2:12][C@H:11]([C@H:14]3[CH2:19][CH2:18][C@H:17]([CH2:20][CH2:21][CH3:22])[CH2:16][CH2:15]3)[CH2:10][CH2:9]2)[CH:7]=1.[CH:26]#[C:27][CH:28]([OH:32])[CH2:29][CH2:30][CH3:31].S([O-])([O-])(=O)=S.[Na+].[Na+]>[Cu](I)I.CN(C=O)C.C(N(CC)CC)C>[OH:32][CH:28]([CH2:29][CH2:30][CH3:31])[C:27]#[C:26][C:2]1[C:3]([F:25])=[C:4]([F:24])[C:5]([F:23])=[C:6]([C@H:8]2[CH2:9][CH2:10][C@H:11]([C@H:14]3[CH2:19][CH2:18][C@H:17]([CH2:20][CH2:21][CH3:22])[CH2:16][CH2:15]3)[CH2:12][CH2:13]2)[CH:7]=1 |f:2.3.4|. Procedure details: In a nitrogen atmosphere, 25 g of 5-iodo-2,3,4-trifluoro-1-[trans-4-(trans-4-propylcyclohexyl)cyclohexyl]benzene was dissolved into 300 mL of DMF, to which 21 mL of triethylamine, 0.19 g of copper iodide (I), and 0.58 g of tetrakistriphenylphosphine palladium (0) were added, followed by heating to 55° C. Into this, the DMF (30 mL) solution containing 5.9 g of 1-hexine-3-ol was added dropwise for 20 minutes, and stirred for 3 hours. After the reaction mixture was poured into a sodium thiosulfate ...